Dataset: the Open Reaction Database (ORD), a public repository of structured organic reaction records. Task: describe an organic reaction: reactants, conditions, products, and yield Reactants: NC(CCNC(OC(C)(C)C)=O)(C)C (tert-butyl 3-amino-3-methylbutylcarbamate), FC1=CC=C2C(=NN(C2=C1)C)C=1N=C2C(=NC1)NC=C2C(=O)O (2-(6-fluoro-1-methyl-1H-indazol-3-yl)-5H-pyrrolo[2,3-b]pyrazine-7-carboxylic acid), CCN(C(C)C)C(C)C (DIEA), CCN=C=NCCCN(C)C (EDCI). Reagents/catalysts: CN(C)C=1C=CN=CC1 (DMAP). Solvent: O (water), CN(C)C=O (DMF). Run at time 16 hour. Product: FC1=CC=C2C(=NN(C2=C1)C)C=1N=C2C(=NC1)NC=C2C(=O)NC(CCNC(OC(C)(C)C)=O)(C)C (tert-butyl 3-(2-(6-fluoro-1-methyl-1H-indazol-3-yl)-5H-pyrrolo[2,3-b]pyrazine-7-carboxamido)-3-methylbutylcarbamate). Isolated yield 69.4%. As a reaction SMILES: [F:1][C:2]1[CH:10]=[C:9]2[C:5]([C:6]([C:12]3[N:13]=[C:14]4[C:20]([C:21]([OH:23])=O)=[CH:19][NH:18][C:15]4=[N:16][CH:17]=3)=[N:7][N:8]2[CH3:11])=[CH:4][CH:3]=1.CCN(C(C)C)C(C)C.CCN=C=NCCCN(C)C.[NH2:44][C:45]([CH3:57])([CH3:56])[CH2:46][CH2:47][NH:48][C:49](=[O:55])[O:50][C:51]([CH3:54])([CH3:53])[CH3:52]>CN(C=O)C.CN(C1C=CN=CC=1)C.O>[F:1][C:2]1[CH:10]=[C:9]2[C:5]([C:6]([C:12]3[N:13]=[C:14]4[C:20]([C:21]([NH:44][C:45]([CH3:57])([CH3:56])[CH2:46][CH2:47][NH:48][C:49](=[O:55])[O:50][C:51]([CH3:53])([CH3:52])[CH3:54])=[O:23])=[CH:19][NH:18][C:15]4=[N:16][CH:17]=3)=[N:7][N:8]2[CH3:11])=[CH:4][CH:3]=1. Reported procedure: To a stirred solution of 2-(6-fluoro-1-methyl-1H-indazol-3-yl)-5H-pyrrolo[2,3-b]pyrazine-7-carboxylic acid (100 mg, 0.32 mmol) and DIEA (124 mg, 0.96 mmol) in 6 mL of DMF was added EDCI (123 mg, 0.64 mmol) and DMAP (110 mg, 0.90 mmol) at room temperature followed by tert-butyl 3-amino-3-methylbutylcarbamate (260 mg, 1.28 mmol) in one portion and the mixture was stirred at room temperature for 16 hours. The reaction mixture was poured into 40 mL of water, filtered and the filter cake was washed w... Reactants: CC(C)Oc1cccc(N)c1, O=C(Cl)c1cncc(Cl)n1, ClCCl. Yields the product CC(C)Oc1cccc(NC(=O)c2cncc(Cl)n2)c1. RXN SMILES: [CH:11]([CH3:12])([CH3:13])[O:14][c:15]1[cH:16][c:17]([NH2:18])[cH:19][cH:20][cH:21]1.[Cl:1][c:2]1[cH:3][n:4][cH:5][c:6]([C:8](=[O:9])[Cl:10])[n:7]1.[Cl:22][CH2:23][Cl:24]>>[Cl:1][c:2]1[cH:3][n:4][cH:5][c:6]([C:8](=[O:9])[NH:18][c:17]2[cH:16][c:15]([O:14][CH:11]([CH3:12])[CH3:13])[cH:21][cH:20][cH:19]2)[n:7]1.